From a dataset of the Open Reaction Database (ORD), a public repository of structured organic reaction records. describe an organic reaction: reactants, conditions, products, and yield Starting materials: COc1ccc(C(=O)c2ccccc2C(F)(F)F)cc1, C[S-], CN(C)C=O, [Na+]. The product is O=C(c1ccc(O)cc1)c1ccccc1C(F)(F)F. RXN SMILES: [CH3:1][O:2][c:3]1[cH:4][cH:5][c:6]([C:9](=[O:10])[c:11]2[c:12]([C:17]([F:18])([F:19])[F:20])[cH:13][cH:14][cH:15][cH:16]2)[cH:7][cH:8]1.[CH3:21][S-:22].[CH3:24][N:25]([CH3:26])[CH:27]=[O:28].[Na+:23]>>[OH:2][c:3]1[cH:4][cH:5][c:6]([C:9](=[O:10])[c:11]2[c:12]([C:17]([F:18])([F:19])[F:20])[cH:13][cH:14][cH:15][cH:16]2)[cH:7][cH:8]1. The reactants are ClC1=CC(=NC=N1)C(=O)NC1=C(C=C(C=C1)S(=O)(=O)Cl)C (4-(6-chloropyrimidine-4-carboxamido)-3-methylbenzene-1-sulfonyl chloride), ClC1=CC(=NC=N1)C(=O)NC1=C(C=C(C=C1)S(=O)(=O)Cl)C (4-(6-chloropyrimidine-4-carboxamido)-3-methylbenzene-1-sulfonyl chloride), NCC(=O)OC (methyl 2-aminoacetate), C(C)(C)NC(C)C (diisopropylamine). The solvent is C1CCOC1 (THF). Conditions: time 18 hour. Yields the product ClC1=CC(=NC=N1)C(=O)NC1=C(C=C(C=C1)S(=O)(=O)NCC(=O)OC)C (methyl 2-(4-(6-chloropyrimidine-4-carboxamido)-3-methylphenylsulfonamido)acetate), solid. The yield is 76.0%. RXN SMILES: [Cl:1][C:2]1[N:7]=[CH:6][N:5]=[C:4]([C:8]([NH:10][C:11]2[CH:16]=[CH:15][C:14]([S:17](Cl)(=[O:19])=[O:18])=[CH:13][C:12]=2[CH3:21])=[O:9])[CH:3]=1.[NH2:22][CH2:23][C:24]([O:26][CH3:27])=[O:25].C(NC(C)C)(C)C>C1COCC1>[Cl:1][C:2]1[N:7]=[CH:6][N:5]=[C:4]([C:8]([NH:10][C:11]2[CH:16]=[CH:15][C:14]([S:17]([NH:22][CH2:23][C:24]([O:26][CH3:27])=[O:25])(=[O:19])=[O:18])=[CH:13][C:12]=2[CH3:21])=[O:9])[CH:3]=1. Reported procedure: A solution of 4-(6-chloropyrimidine-4-carboxamido)-3-methylbenzene-1-sulfonyl chloride (Intermediate 30, 1.2g; 3.47 mmol) in THF (100ml) was treated with methyl 2-aminoacetate (540 mg; 4.34 mmol) and diisopropylamine (2 ml; 14.3 mmol). After stirring at RT for 18 hours the solvent was removed in vacuo and the residue redissolved in DCM and washed with water. The organic extracts were passed through a hydrophobic frit and the solvent removed in vacuo. The residue was purified by column chromatogr... The reactants are OCC1=CC=2CN(CCC2S1)C(=O)OC(C)(C)C (tert-butyl 2-(hydroxymethyl)-6,7-dihydrothieno[3,2-c]pyridine-5(4H)-carboxylate), aldehyde. The solvent is O=[Mn]=O (MnO2), C(Cl)Cl (methylene chloride). Yields the product C(=O)C1=CC=2CN(CCC2S1)C(=O)OC(C)(C)C (tert-butyl 2-(formyl)-6,7-dihydrothieno[3,2-c]pyridine-5(4H)-carboxylate). Reaction SMILES: [OH:1][CH2:2][C:3]1[S:11][C:10]2[CH2:9][CH2:8][N:7]([C:12]([O:14][C:15]([CH3:18])([CH3:17])[CH3:16])=[O:13])[CH2:6][C:5]=2[CH:4]=1>C(Cl)Cl.O=[Mn]=O>[CH:2]([C:3]1[S:11][C:10]2[CH2:9][CH2:8][N:7]([C:12]([O:14][C:15]([CH3:18])([CH3:17])[CH3:16])=[O:13])[CH2:6][C:5]=2[CH:4]=1)=[O:1]. Reported procedure: tert-butyl 2-(formyl)-6,7-dihydrothieno[3,2-c]pyridine-5(4H)-carboxylate was prepared according to the procedure outlined in Example 1, (Step 3). Starting from tert-butyl 2-(hydroxymethyl)-6,7-dihydrothieno[3,2-c]pyridine-5(4H)-carboxylate (1.0 g 3.7 mmol) in methylene chloride (100 ml) and active MnO2 (5 g, excess), 800 g (81% Yield) of the aldehyde derivative was isolated as brown solid. (M+H) 268. Reactants: CC1=C(C(=CC=C1)C)C#CC=1C=C(C=CC1)CCCN1C(C2=CC=CC=C2C1=O)=O (2-(3-(3-((2,6-dimethylphenyl)ethynyl)phenyl)propyl)isoindoline-1,3-dione), O.NN (hydrazine hydrate), O.NN (hydrazine hydrate). Run in CCO (EtOH). Conditions: time 4 hour. Yields the product CC1=C(C(=CC=C1)C)C#CC=1C=C(C=CC1)CCCN (3-(3-((2,6-dimethylphenyl)ethynyl)phenyl)propan-1-amine). Reported procedure: A solution of 2-(3-(3-((2,6-dimethylphenyl)ethynyl)phenyl)propyl)isoindoline-1,3-dione (13) (0.094 g, 0.24 mmol) and hydrazine hydrate (0.038 g, 0.75 mmol) in dry EtOH (5 mL) was heated under reflux for 3 h. Additional hydrazine hydrate (0.038 g, 0.75 mmol) was added and heating continued for a further 4 h. The solvent was removed under reduced pressure and the residue was sonicated in a mixture of hexanes and aqueous Na2SO4. The mixture was filtered through Celite and washed with hexanes. The o... RXN SMILES: [CH3:1][C:2]1[CH:7]=[CH:6][CH:5]=[C:4]([CH3:8])[C:3]=1[C:9]#[C:10][C:11]1[CH:12]=[C:13]([CH2:17][CH2:18][CH2:19][N:20]2C(=O)C3C(=CC=CC=3)C2=O)[CH:14]=[CH:15][CH:16]=1.O.NN>CCO>[CH3:8][C:4]1[CH:5]=[CH:6][CH:7]=[C:2]([CH3:1])[C:3]=1[C:9]#[C:10][C:11]1[CH:12]=[C:13]([CH2:17][CH2:18][CH2:19][NH2:20])[CH:14]=[CH:15][CH:16]=1 |f:1.2|. Reactants: CCOC(=O)c1ccc(N(C)c2cc3c(cc2C)C(C)(C)CCN3C(C)C)cc1, CCO, [K+], [OH-]. The product is Cc1cc2c(cc1N(C)c1ccc(C(=O)O)cc1)N(C(C)C)CCC2(C)C. Reaction SMILES: [CH2:1]([CH3:2])[O:3][C:4]([c:5]1[cH:6][cH:7][c:8]([N:11]([CH3:12])[c:13]2[c:14]([CH3:28])[cH:15][c:16]3[c:21]([cH:22]2)[N:20]([CH:23]([CH3:24])[CH3:25])[CH2:19][CH2:18][C:17]3([CH3:26])[CH3:27])[cH:9][cH:10]1)=[O:29].[CH3:32][CH2:33][OH:34].[K+:31].[OH-:30]>>[O:3]=[C:4]([c:5]1[cH:6][cH:7][c:8]([N:11]([CH3:12])[c:13]2[c:14]([CH3:28])[cH:15][c:16]3[c:21]([cH:22]2)[N:20]([CH:23]([CH3:24])[CH3:25])[CH2:19][CH2:18][C:17]3([CH3:26])[CH3:27])[cH:9][cH:10]1)[OH:29].